This data is from the Open Reaction Database (ORD), a public repository of structured organic reaction records. The task is: describe an organic reaction: reactants, conditions, products, and yield The reactants are C(CCCCCCCCC)S (1-decanethiol), [O-]CC.[Na+] (sodium ethoxide), C(C=C)#N (acrylonitrile), [O-]CC.[Na+] (sodium ethoxide), C(C=C)#N (acrylonitrile), C(C=C)#N (acrylonitrile). Run in C(C)O (ethanol), C(C)O (ethanol). Run at temperature 10 celsius, time 8 hour. Product: C(CCCCCCCCC)SCCC#N (3-(n-decylthio)propionitrile). Reaction SMILES: [CH2:1]([SH:11])[CH2:2][CH2:3][CH2:4][CH2:5][CH2:6][CH2:7][CH2:8][CH2:9][CH3:10].[O-]CC.[Na+].[C:16](#[N:19])[CH:17]=[CH2:18]>C(O)C>[CH2:1]([S:11][CH2:18][CH2:17][C:16]#[N:19])[CH2:2][CH2:3][CH2:4][CH2:5][CH2:6][CH2:7][CH2:8][CH2:9][CH3:10] |f:1.2|. Procedure details: To a 250 mL round-bottomed flask fitted with an overhead mechanical stirrer, a thermometer and an addition funnel were charged 87 g of 1-decanethiol and 20 drops of a 21% by weight solution of sodium ethoxide in ethanol. The mixture was cooled to 10° C. using an ice bath. Then the dropwise addition of 53 g of acrylonitrile was started. After addition of a portion of the acrylonitrile, 10 drops of 21% by weight solution of sodium ethoxide in ethanol were added. The temperature of the reaction mix... Reactants: Cc1ccccc1, ClCCl, N#CCc1cccc(C(F)(F)F)c1, CI, O. Product: CC(C#N)c1cccc(C(F)(F)F)c1. Reaction SMILES: [CH3:20][c:21]1[cH:22][cH:23][cH:24][cH:25][cH:26]1.[Cl:17][CH2:18][Cl:19].[F:1][C:2]([c:3]1[cH:4][c:5]([CH2:9][C:10]#[N:11])[cH:6][cH:7][cH:8]1)([F:12])[F:13].[I:14][CH3:15].[OH2:16]>>[F:1][C:2]([c:3]1[cH:4][c:5]([CH:9]([C:10]#[N:11])[CH3:18])[cH:6][cH:7][cH:8]1)([F:12])[F:13]. The reactants are CC(C)(C)OC(=O)ON=C(C#N)c1ccccc1, C1COCCO1, CO, CNc1cc(C#N)ccc1[N+](=O)[O-]. Yields the product CNc1cc(CNC(=O)OC(C)(C)C)ccc1[N+](=O)[O-]. RXN SMILES: [C:16]([CH3:17])([CH3:18])([CH3:19])[O:20][C:21](=[O:22])[O:23][N:24]=[C:25]([c:26]1[cH:27][cH:28][cH:29][cH:30][cH:31]1)[C:32]#[N:33].[CH2:34]1[O:35][CH2:36][CH2:37][O:38][CH2:39]1.[CH3:14][OH:15].[CH3:1][NH:2][c:3]1[cH:4][c:5]([C:6]#[N:7])[cH:8][cH:9][c:10]1[N+:11](=[O:12])[O-:13]>>[CH3:1][NH:2][c:3]1[cH:4][c:5]([CH2:6][NH:7][C:21]([O:20][C:16]([CH3:17])([CH3:18])[CH3:19])=[O:22])[cH:8][cH:9][c:10]1[N+:11](=[O:12])[O-:13]. The reactants are CO, [Li+], [OH-], O, COC(=O)c1ccc(C(=O)OC(C)(C)C)c2cc[nH]c12. The product is CC(C)(C)OC(=O)c1ccc(C(=O)O)c2[nH]ccc12. As a reaction SMILES: [CH3:24][OH:25].[Li+:22].[OH-:23].[OH2:21].[nH:1]1[cH:2][cH:3][c:4]2[c:5]([C:14](=[O:15])[O:16][C:17]([CH3:18])([CH3:19])[CH3:20])[cH:6][cH:7][c:8]([C:10](=[O:11])[O:12][CH3:13])[c:9]12>>[nH:1]1[cH:2][cH:3][c:4]2[c:5]([C:14](=[O:15])[O:16][C:17]([CH3:18])([CH3:19])[CH3:20])[cH:6][cH:7][c:8]([C:10](=[O:11])[OH:12])[c:9]12. The reactants are C=O (paraformaldehyde), C(C1=CC=C(C(=O)O)C=C1)(=O)O (terephthalic acid), O (Water). Solvent: OS(=O)(=O)O.O=S(=O)=O (oleum), OS(=O)(=O)O.O=S(=O)=O (oleum). Reaction conditions: temperature 150 celsius, time 4 hour. Yields the product C(=O)(O)C=1C=C2COC(=O)C2=CC1 (5-Carboxyphthalide). As a reaction SMILES: [C:1]([OH:12])(=[O:11])[C:2]1[CH:10]=[CH:9][C:5]([C:6]([OH:8])=[O:7])=[CH:4][CH:3]=1.[CH2:13]=O.O>OS(O)(=O)=O.O=S(=O)=O>[C:6]([C:5]1[CH:9]=[C:10]2[C:2](=[CH:3][CH:4]=1)[C:1](=[O:12])[O:11][CH2:13]2)([OH:8])=[O:7] |f:3.4|. Reported procedure: A solution of terephthalic acid (30 g) in oleum (20-25% SO3, 70 ml) is heated to 150° C. To this solution is added a solution of paraformaldehyde (8.8 g) in oleum (20-25% SO3, 37 ml) over a period of 1-2h. The reaction mixture is stirred at 150° C. for additional 4 h and cooled to 90° C. Water (190 ml) is added to the mixture at a rate so that the temperature stays below 100° C. The precipitate is filtered of, washed with hot (90-95° C.) water and suspended in water (200 ml) and dicalite (1.1 g)...